This data is from the Open Reaction Database (ORD), a public repository of structured organic reaction records. The task is: describe an organic reaction: reactants, conditions, products, and yield Reactants: ClC1=C(C=CC(=C1)Cl)C1=CC=C(O1)C=O (5-(2,4-dichlorophenyl)-2-furancarboxaldehyde), C(C)(=O)[O-].[Na+] (sodium acetate), Cl.NO (hydroxylamine hydrochloride), #30, ice H2O. The solvent is O (water). Conditions: time 8 hour. Yields the product ClC1=C(C=CC(=C1)Cl)C1=CC=C(O1)C=NO (5-(2,4-Dichlorophenyl)-2-furancarboxaldehyde Oxime). Reaction SMILES: [Cl:1][C:2]1[CH:7]=[C:6]([Cl:8])[CH:5]=[CH:4][C:3]=1[C:9]1[O:13][C:12]([CH:14]=O)=[CH:11][CH:10]=1.C([O-])(=O)C.[Na+].Cl.[NH2:22][OH:23]>O>[Cl:1][C:2]1[CH:7]=[C:6]([Cl:8])[CH:5]=[CH:4][C:3]=1[C:9]1[O:13][C:12]([CH:14]=[N:22][OH:23])=[CH:11][CH:10]=1 |f:1.2,3.4|. Procedure details: A mixture of 5-(2,4-dichlorophenyl)-2-furancarboxaldehyde (635 g, 2.63 moles), anhydrous sodium acetate (432 g, 5.26 moles), hydroxylamine hydrochloride (366 g, 5.26 moles), SDA #30 (9184 ml) and water (918 ml), was refluxed for 51/3 hours and allowed to stand overnight. The mixture was added to ice/H2O (42 liters), stirred 1 hour and filtered. The grayish-tan solid was washed with water (10 liters), filtered and dried at 65° to 660 g (98%). Starting materials: CC(C)([O-])C.[K+] (Potassium t-butoxide), CC1=C(C=CC=C1C)O (2,3-dimethyl-phenol), C(C)OC(C=C(C)Cl)=O (3-chloro-but-2-enoic acid ethyl ester). Run in O1CCCC1 (tetrahydrofuran), O1CCCC1 (tetrahydrofuran). Run at temperature 23 celsius. Yields the product C(C)OC(\C=C(/C)\OC1=C(C(=CC=C1)C)C)=O ((E)-3-(2,3-dimethyl-phenoxy)-but-2-enoic acid ethyl ester). Yield: 35.0%. Reaction SMILES: CC(C)([O-])C.[K+].[CH3:7][C:8]1[C:13]([CH3:14])=[CH:12][CH:11]=[CH:10][C:9]=1[OH:15].[CH2:16]([O:18][C:19](=[O:24])[CH:20]=[C:21](Cl)[CH3:22])[CH3:17]>O1CCCC1>[CH2:16]([O:18][C:19](=[O:24])/[CH:20]=[C:21](/[O:15][C:9]1[CH:10]=[CH:11][CH:12]=[C:13]([CH3:14])[C:8]=1[CH3:7])\[CH3:22])[CH3:17] |f:0.1|. Procedure details: Potassium t-butoxide (11.2 g, 0.100 mol) was added to a stirred solution of 2,3-dimethyl-phenol (6.18 g, 0.051 mol) in tetrahydrofuran (40 mL) at 23° C. under nitrogen and the reaction mixture was heated to reflux for 0.75 h. The reaction mixture was cooled to 23° C. and a solution of 3-chloro-but-2-enoic acid ethyl ester (prepared as in Example 191, 7.50 g, 0.050 mol) in tetrahydrofuran (40 mL) was added to the reaction mixture. The reaction mixture was refluxed for an additional 3 h. After thi... Reactants: Clc1ccc(-c2cccnc2)nn1, CC(N)CO. Product: CC(CO)Nc1ccc(-c2cccnc2)nn1. As a reaction SMILES: [Cl:1][c:2]1[n:3][n:4][c:5](-[c:8]2[cH:9][n:10][cH:11][cH:12][cH:13]2)[cH:6][cH:7]1.[NH2:14][CH:15]([CH2:16][OH:17])[CH3:18]>>[c:2]1([NH:14][CH:15]([CH2:16][OH:17])[CH3:18])[n:3][n:4][c:5](-[c:8]2[cH:9][n:10][cH:11][cH:12][cH:13]2)[cH:6][cH:7]1. Reactants: ClC=1C=CC2=C(CC(C(C(N2)=O)(C(=O)OC)O)C2=CC=C(C=C2)OC)C1 (7-chloro-1,3,4,5-tetrahydro3-hydroxy-3-(methoxycarbonyl)-4-(4-methoxyphenyl)-2H-1-benzazepin-2-one), [I-].[Li+] (lithium iodide). Solvent: N1=CC=CC=C1 (pyridine). Yields the product ClC=1C=CC2=C(C[C@@H]([C@@H](C(N2)=O)O)C2=CC=C(C=C2)OC)C1 ((cis)-7-Chloro-1,3,4,5-tetrahydro-3-hydroxy-4-(4-methoxyphenyl)-2H-1-benzazepin-2-one). Reaction SMILES: [Cl:1][C:2]1[CH:3]=[CH:4][C:5]2[NH:11][C:10](=[O:12])[C:9]([OH:17])(C(OC)=O)[CH:8]([C:18]3[CH:23]=[CH:22][C:21]([O:24][CH3:25])=[CH:20][CH:19]=3)[CH2:7][C:6]=2[CH:26]=1.[I-].[Li+]>N1C=CC=CC=1>[Cl:1][C:2]1[CH:3]=[CH:4][C:5]2[NH:11][C:10](=[O:12])[C@@H:9]([OH:17])[C@@H:8]([C:18]3[CH:23]=[CH:22][C:21]([O:24][CH3:25])=[CH:20][CH:19]=3)[CH2:7][C:6]=2[CH:26]=1 |f:1.2|. Reported procedure: A solution of 7-chloro-1,3,4,5-tetrahydro3-hydroxy-3-(methoxycarbonyl)-4-(4-methoxyphenyl)-2H-1-benzazepin-2-one (0.5 g, 1.33 mmole) and lithium iodide (0.178 g, 1.33 mmole) in dry pyridine (20 ml) was refluxed under argon until complete conversion to product by TLC. The reaction was cooled to room temperature and concentrated in vacuo. The residue was dissolved in chloroform and extracted twice with 1N hydrochloric acid, once with saturated sodium chloride, and dried over magnesium sulfate. The... The reactants are C(#N)C=1C=C(C=CC1OC1=CC=C(C=C1)C(NCCC1=CC=CC=C1)=O)CC(=O)OC(C)(C)C (tert-butyl 2-(3-cyano-4-(4-(phenethylcarbamoyl)phenoxy)phenyl)acetate), C(=O)(C(F)(F)F)O (TFA). The solvent is ClCCl (dichloromethane). Yields the product C(#N)C=1C=C(C=CC1OC1=CC=C(C=C1)C(NCCC1=CC=CC=C1)=O)CC(=O)O (2-(3-cyano-4-(4-(phenethylcarbamoyl)phenoxy)phenyl)acetic acid). Yield: 95.0%. As a reaction SMILES: [C:1]([C:3]1[CH:4]=[C:5]([CH2:27][C:28]([O:30]C(C)(C)C)=[O:29])[CH:6]=[CH:7][C:8]=1[O:9][C:10]1[CH:15]=[CH:14][C:13]([C:16](=[O:26])[NH:17][CH2:18][CH2:19][C:20]2[CH:25]=[CH:24][CH:23]=[CH:22][CH:21]=2)=[CH:12][CH:11]=1)#[N:2].C(O)(C(F)(F)F)=O>ClCCl>[C:1]([C:3]1[CH:4]=[C:5]([CH2:27][C:28]([OH:30])=[O:29])[CH:6]=[CH:7][C:8]=1[O:9][C:10]1[CH:11]=[CH:12][C:13]([C:16](=[O:26])[NH:17][CH2:18][CH2:19][C:20]2[CH:21]=[CH:22][CH:23]=[CH:24][CH:25]=2)=[CH:14][CH:15]=1)#[N:2]. Procedure details: To a solution of tert-butyl 2-(3-cyano-4-(4-(phenethylcarbamoyl)phenoxy)phenyl)acetate 0.120 g) in 2 ml of dichloromethane was added 2 ml of TFA and the reaction was stirred at ambient temperature. After 1 hour the reaction was concentrated and dried under vacuum to give 2-(3-cyano-4-(4-(phenethylcarbamoyl)phenoxy)phenyl)acetic acid (0.100 g). MS −355.3 [M—CO2H]. The reactants are BrB(Br)Br, CCc1c(C(=O)O)ccc(OC)c1C, ClCCl. Product: CCc1c(C(=O)O)ccc(O)c1C. RXN SMILES: [B:15]([Br:16])([Br:17])[Br:18].[CH2:1]([CH3:2])[c:3]1[c:4]([C:5](=[O:6])[OH:7])[cH:8][cH:9][c:10]([O:13][CH3:14])[c:11]1[CH3:12].[Cl:19][CH2:20][Cl:21]>>[CH2:1]([CH3:2])[c:3]1[c:4]([C:5](=[O:6])[OH:7])[cH:8][cH:9][c:10]([OH:13])[c:11]1[CH3:12]. Reactants: ClCCCBr, CCCC[N+](CCCC)(CCCC)CCCC, Cc1ccccc1, Cc1cc2ccc(Cl)c(Cl)c2[nH]1, [Na+], [OH-], O=S(=O)([O-])O. Product: Cc1cc2ccc(Cl)c(Cl)c2n1CCCCl. Reaction SMILES: [Br:15][CH2:16][CH2:17][CH2:18][Cl:19].[CH2:25]([N+:26]([CH2:27][CH2:28][CH2:29][CH3:30])([CH2:31][CH2:32][CH2:33][CH3:34])[CH2:35][CH2:36][CH2:37][CH3:38])[CH2:39][CH2:40][CH3:41].[CH3:42][c:43]1[cH:44][cH:45][cH:46][cH:47][cH:48]1.[Cl:3][c:4]1[cH:5][cH:6][c:7]2[cH:8][c:9]([CH3:14])[nH:10][c:11]2[c:12]1[Cl:13].[Na+:2].[OH-:1].[S:20]([O-:21])([OH:22])(=[O:23])=[O:24]>>[Cl:3][c:4]1[cH:5][cH:6][c:7]2[cH:8][c:9]([CH3:14])[n:10]([CH2:16][CH2:17][CH2:18][Cl:19])[c:11]2[c:12]1[Cl:13]. The reactants are O=[N+]([O-])c1cnc2[nH]ncc2c1, Cl[Sn]Cl. Yields the product Nc1cnc2[nH]ncc2c1. RXN SMILES: [N+:1]([O-:2])(=[O:3])[c:4]1[cH:5][c:6]2[c:7]([n:8][cH:9]1)[nH:10][n:11][cH:12]2.[Sn:13]([Cl:14])[Cl:15]>>[NH2:1][c:4]1[cH:5][c:6]2[c:7]([n:8][cH:9]1)[nH:10][n:11][cH:12]2. Reactants: C, CN(C)C=O, [I-], [K+], [Pd], O=S(=O)(O)O, O=C1Nc2ccc(C(F)(C(F)(F)F)C(F)(F)F)cc2CN1N=Cc1cccnc1. Yields the product O=C1Nc2ccc(C(F)(C(F)(F)F)C(F)(F)F)cc2CN1NCc1cccnc1. As a reaction SMILES: [C:37].[CH3:39][N:40]([CH3:41])[CH:42]=[O:43].[I-:31].[K+:30].[Pd:38].[S:32](=[O:33])(=[O:34])([OH:35])[OH:36].[n:1]1[cH:2][c:3]([CH:7]=[N:8][N:9]2[C:10](=[O:29])[NH:11][c:12]3[cH:13][cH:14][c:15]([C:19]([C:20]([F:21])([F:22])[F:23])([C:24]([F:25])([F:26])[F:27])[F:28])[cH:16][c:17]3[CH2:18]2)[cH:4][cH:5][cH:6]1>>[n:1]1[cH:2][c:3]([CH2:7][NH:8][N:9]2[C:10](=[O:29])[NH:11][c:12]3[cH:13][cH:14][c:15]([C:19]([C:20]([F:21])([F:22])[F:23])([C:24]([F:25])([F:26])[F:27])[F:28])[cH:16][c:17]3[CH2:18]2)[cH:4][cH:5][cH:6]1.